This data is from the Open Reaction Database (ORD), a public repository of structured organic reaction records. The task is: describe an organic reaction: reactants, conditions, products, and yield Reactants: CCCCCC1CCC(Oc2ccc3cc(C4(C)COC(=O)N4)ccc3c2)CC1, CCO, [Li+], [OH-], O. The product is CCCCCC1CCC(Oc2ccc3cc(C(C)(N)CO)ccc3c2)CC1. Reaction SMILES: [CH3:1][C:2]1([c:8]2[cH:9][c:10]3[cH:11][cH:12][c:13]([O:18][CH:19]4[CH2:20][CH2:21][CH:22]([CH2:25][CH2:26][CH2:27][CH2:28][CH3:29])[CH2:23][CH2:24]4)[cH:14][c:15]3[cH:16][cH:17]2)[NH:3][C:4](=[O:7])[O:5][CH2:6]1.[CH3:30][CH2:31][OH:32].[Li+:33].[OH-:34].[OH2:35]>>[CH3:1][C:2]([NH2:3])([CH2:6][OH:5])[c:8]1[cH:9][c:10]2[cH:11][cH:12][c:13]([O:18][CH:19]3[CH2:20][CH2:21][CH:22]([CH2:25][CH2:26][CH2:27][CH2:28][CH3:29])[CH2:23][CH2:24]3)[cH:14][c:15]2[cH:16][cH:17]1. Starting materials: CCCCCCOC(=O)c1ccc2c(=O)c3c(O)cc(N4CCOCC4)cc3[nH]c2c1, CN(C)CCO, CCCCCC. Yields the product CN(C)CCOC(=O)c1ccc2c(=O)c3c(O)cc(N4CCOCC4)cc3[nH]c2c1. As a reaction SMILES: [CH2:1]([CH2:2][CH2:3][CH2:4][CH2:5][CH3:6])[O:7][C:8](=[O:9])[c:10]1[cH:11][cH:12][c:13]2[c:14](=[O:31])[c:15]3[c:16]([OH:30])[cH:17][c:18]([N:24]4[CH2:25][CH2:26][O:27][CH2:28][CH2:29]4)[cH:19][c:20]3[nH:21][c:22]2[cH:23]1.[CH3:32][N:33]([CH3:34])[CH2:35][CH2:36][OH:37].[CH3:38][CH2:39][CH2:40][CH2:41][CH2:42][CH3:43]>>[CH2:1]([CH2:2][N:33]([CH3:32])[CH3:34])[O:7][C:8](=[O:9])[c:10]1[cH:11][cH:12][c:13]2[c:14](=[O:31])[c:15]3[c:16]([OH:30])[cH:17][c:18]([N:24]4[CH2:25][CH2:26][O:27][CH2:28][CH2:29]4)[cH:19][c:20]3[nH:21][c:22]2[cH:23]1. Starting materials: C(C)(C)(C)OC(=O)NC1=CC=C(C2=CC=CC=C12)CC1=CC(=NC=C1)NC(=O)OC(C)(C)C ((4-(tert-butoxycarbonyl)aminonaphthalen-1-yl)(2-(tert-butoxycarbonyl)amino pyridin-4-yl)methane), C(=O)(C(F)(F)F)O (TFA). The solvent is C(Cl)Cl (DCM). Reaction conditions: temperature 0 celsius. Yields the product NC1=CC=C(C2=CC=CC=C12)CC1=CC(=NC=C1)N (4-((4-aminonaphthalen-1-yl)methyl)pyridin-2-amine). As a reaction SMILES: C(OC([NH:8][C:9]1[C:18]2[C:13](=[CH:14][CH:15]=[CH:16][CH:17]=2)[C:12]([CH2:19][C:20]2[CH:25]=[CH:24][N:23]=[C:22]([NH:26]C(OC(C)(C)C)=O)[CH:21]=2)=[CH:11][CH:10]=1)=O)(C)(C)C.C(O)(C(F)(F)F)=O>C(Cl)Cl>[NH2:8][C:9]1[C:18]2[C:13](=[CH:14][CH:15]=[CH:16][CH:17]=2)[C:12]([CH2:19][C:20]2[CH:25]=[CH:24][N:23]=[C:22]([NH2:26])[CH:21]=2)=[CH:11][CH:10]=1. Reported procedure: To a solution of (4-(tert-butoxycarbonyl)aminonaphthalen-1-yl)(2-(tert-butoxycarbonyl)amino pyridin-4-yl)methane (270 mg, 0.60 mmol) in dry DCM (6.0 mL) under N2 at 0° C. was added TFA (2.0 mL, 25 mmol). The reaction was maintained at 0° C. for a further 20 min and was then warmed to RT for 4 hr. The mixture was evaporated in vacuo and the residue was subjected to SCX capture and release to afford the title compound, Intermediate H1, (150 mg, 100%); Rt 0.79 min (Method 2); m/z 250 (M+H)+ (ES+). The reactants are COC1=CC=C(CN2N=C(C=3C2=NC=CC3OC3=C(C=C(C=C3)NC(=O)C32C(N(CC2C3)C3=CC=C(C=C3)F)=O)F)N3CCN(CC3)C(=O)OC(C)(C)C)C=C1 (tert-butyl 4-(1-(4-methoxybenzyl)-4-(2-fluoro-4-(3-(4-fluorophenyl)-2-oxo-3-aza-bicyclo[3.1.0]hexane-1-carboxamido)phenoxy)-1H-pyrazolo[3,4-b]pyridin-3-yl)piperazine-1-carboxylate). The solvent is C(=O)(C(F)(F)F)O (TFA). Yields the product FC=1C=C(C=CC1OC1=C2C(=NC=C1)NN=C2N2CCNCC2)NC(=O)C21C(N(CC1C2)C2=CC=C(C=C2)F)=O (N-(3-fluoro-4-(3-(piperazin-1-yl)-1H-pyrazolo[3,4-b]pyridin-4-yloxy)phenyl)-3-(4-fluorophenyl)-2-oxo-3-aza-bicyclo[3.1.0]hexane-1-carboxamide). The yield is 44.8%. Reaction SMILES: COC1C=CC(C[N:8]2[C:12]3=[N:13][CH:14]=[CH:15][C:16]([O:17][C:18]4[CH:23]=[CH:22][C:21]([NH:24][C:25]([C:27]56[CH2:32][CH:31]5[CH2:30][N:29]([C:33]5[CH:38]=[CH:37][C:36]([F:39])=[CH:35][CH:34]=5)[C:28]6=[O:40])=[O:26])=[CH:20][C:19]=4[F:41])=[C:11]3[C:10]([N:42]3[CH2:47][CH2:46][N:45](C(OC(C)(C)C)=O)[CH2:44][CH2:43]3)=[N:9]2)=CC=1>C(O)(C(F)(F)F)=O>[F:41][C:19]1[CH:20]=[C:21]([NH:24][C:25]([C:27]23[CH2:32][CH:31]2[CH2:30][N:29]([C:33]2[CH:38]=[CH:37][C:36]([F:39])=[CH:35][CH:34]=2)[C:28]3=[O:40])=[O:26])[CH:22]=[CH:23][C:18]=1[O:17][C:16]1[CH:15]=[CH:14][N:13]=[C:12]2[NH:8][N:9]=[C:10]([N:42]3[CH2:43][CH2:44][NH:45][CH2:46][CH2:47]3)[C:11]=12. Procedure details: A solution of tert-butyl 4-(1-(4-methoxybenzyl)-4-(2-fluoro-4-(3-(4-fluorophenyl)-2-oxo-3-aza-bicyclo[3.1.0]hexane-1-carboxamido)phenoxy)-1H-pyrazolo[3,4-b]pyridin-3-yl)piperazine-1-carboxylate (100 mg, 0.131 mmol) was heated in TFA (4 mL) for 12 hours. Excess TFA was removed and the residue was purified by flash column chromatography (20% MeOH in CH2Cl2) to afford the product N-(3-fluoro-4-(3-(piperazin-1-yl)-1H-pyrazolo[3,4-b]pyridin-4-yloxy)phenyl)-3-(4-fluorophenyl)-2-oxo-3-aza-bicyclo[3.1.0... Reactants: COC(=O)C1CC(S(=O)(=O)c2ccccc2Cl)CN1c1cc(C)nn1Cc1cncn1C, [Li+], [OH-]. Yields the product Cc1cc(N2CC(S(=O)(=O)c3ccccc3Cl)CC2C(=O)[O-])n(Cc2cncn2C)n1, [Li+]. Reaction SMILES: [Cl:1][c:2]1[c:3]([S:8](=[O:9])(=[O:10])[CH:11]2[CH2:12][CH:13]([C:29](=[O:30])[O:31][CH3:32])[N:14]([c:16]3[cH:17][c:18]([CH3:28])[n:19][n:20]3[CH2:21][c:22]3[cH:23][n:24][cH:25][n:26]3[CH3:27])[CH2:15]2)[cH:4][cH:5][cH:6][cH:7]1.[Li+:33].[OH-:34]>>[Cl:1][c:2]1[c:3]([S:8](=[O:9])(=[O:10])[CH:11]2[CH2:12][CH:13]([C:29](=[O:30])[O-:31])[N:14]([c:16]3[cH:17][c:18]([CH3:28])[n:19][n:20]3[CH2:21][c:22]3[cH:23][n:24][cH:25][n:26]3[CH3:27])[CH2:15]2)[cH:4][cH:5][cH:6][cH:7]1.[Li+:33]. Starting materials: CC#N, CC(=O)n1ncc2nc(Cl)ncc21, Cl, [Na+], [OH-]. Product: Clc1ncc2[nH]ncc2n1. RXN SMILES: [CH3:17][C:18]#[N:19].[Cl:1][c:2]1[n:3][cH:4][c:5]2[c:6]([n:7]1)[cH:8][n:9][n:10]2[C:11](=[O:12])[CH3:13].[ClH:16].[Na+:15].[OH-:14]>>[Cl:1][c:2]1[n:3][cH:4][c:5]2[c:6]([n:7]1)[cH:8][n:9][nH:10]2.